Dataset: the Open Reaction Database (ORD), a public repository of structured organic reaction records. Task: describe an organic reaction: reactants, conditions, products, and yield The yield is 76.2%. Reaction SMILES: C[C:2]1[C:3](C)=[C:4]([C:16]#[C:17]CO)[CH:5]=[CH:6][C:7]=1[C:8](=[O:15])[C:9]1[CH:14]=[CH:13][CH:12]=[CH:11][CH:10]=1.[OH-].[Na+]>C1(C)C=CC=CC=1>[C:8]([C:7]1[CH:2]=[CH:3][C:4]([C:16]#[CH:17])=[CH:5][CH:6]=1)(=[O:15])[C:9]1[CH:10]=[CH:11][CH:12]=[CH:13][CH:14]=1 |f:1.2|. Conditions: temperature 120 celsius. Product: C(C1=CC=CC=C1)(=O)C1=CC=C(C=C1)C#C (4-benzoylphenylethyne). Starting materials: CC=1C(=C(C=CC1C(C1=CC=CC=C1)=O)C#CCO)C (dimethylhydroxymethyl-4-benzoylphenylacetylene), [OH-].[Na+] (NaOH). Run in C1(=CC=CC=C1)C (toluene), C1(=CC=CC=C1)C (Toluene). Procedure: 1.85 g (7 mmol) of dimethylhydroxymethyl-4-benzoylphenylacetylene and 294 mg (7.35 mmol) of NaOH (KISHIDA CHEMICAL CO., Ltd., 0.7 mm granular, 98%) were placed in a 50 mL two-neck flask equipped with a reflux condenser and the air inside the flask was replaced with Ar. 35 mL of toluene was added thereto and the mixture was refluxed at 120° C. for 0.5 hour. Toluene was added to the reaction mixture and the mixture was washed with a saturated aqueous ammonium chloride solution and dried over magne... Reactants: C(C=C)(=O)O (acrylic acid), C[C@@]1(C2CC3C(C(=O)C(=C([C@]3(C(=O)C2=C(C4=C1C=CC=C4O)O)O)O)C(=O)N)N(C)C)O.Cl (Quatrex). Yields the product O1C2=C(C(=CC=C21)O)C (epoxy cresol). Reaction SMILES: C(O)(=O)C=C.C[C@@]1(O)C2C=CC=C(O)C=2C(O)=C2C1C[CH:10]1[C@:16](O)(C2=O)[C:15]([OH:30])=[C:14]([C:31](N)=O)[C:12](=[O:13])[CH:11]1N(C)C.Cl>>[O:30]1[C:16]2[C:15]1=[C:14]([CH3:31])[C:12]([OH:13])=[CH:11][CH:10]=2 |f:1.2|. Reported procedure: A carboxylated epoxy cresol novolak acrylate resin was produced by reacting one equivalent weight of acrylic acid pro rata with Quatrex 3710, an epoxy cresol novolak resin produced by Dow Chemicals, dissolved in ethyl 3-ethoxypropionate. The resultant acrylated resin was then rendered soluble in dilute alkaline solutions by adducting maleic anhydride and tetrahydrophothalic anhydride to yield a resin with an acid value of 70 mg/g KOH. Procedure details: A solution of N-[3-(4-fluorobenzoyl)pyridin-4-yl]-2,2-dimethylpropanamide (2.85 g, 9.5 mmol) in 3 N aqueous HCl (15 ml) was warmed at reflux overnight. After cooling to room temperature, the reaction mixture was washed with ether, the aqueous layer was separated and neutralized with potassium carbonate. The product was extracted into ethyl acetate, dried over potassium carbonate/sodium carbonate and concentrated. The residue was purified by flash chromatography (5% methanol/methylene chloride gr... Isolated yield 76.9%. Reactants: FC1=CC=C(C(=O)C=2C=NC=CC2NC(C(C)(C)C)=O)C=C1 (N-[3-(4-fluorobenzoyl)pyridin-4-yl]-2,2-dimethylpropanamide). The solvent is Cl (HCl). Yields the product NC1=C(C=NC=C1)C(C1=CC=C(C=C1)F)=O (4-amino-3-(4-fluorobenzoyl)pyridine). As a reaction SMILES: [F:1][C:2]1[CH:22]=[CH:21][C:5]([C:6]([C:8]2[CH:9]=[N:10][CH:11]=[CH:12][C:13]=2[NH:14]C(=O)C(C)(C)C)=[O:7])=[CH:4][CH:3]=1>Cl>[NH2:14][C:13]1[CH:12]=[CH:11][N:10]=[CH:9][C:8]=1[C:6](=[O:7])[C:5]1[CH:21]=[CH:22][C:2]([F:1])=[CH:3][CH:4]=1. Reactants: N1CCNCC1 (piperazine), C(Cl)C1CO1 (epichlorhydrin), solution. Solvent: O (water), O (water). Reaction conditions: temperature 80 celsius, time 5 hour. Product: N1C=NC=C1.N1CCNCC1 (Imidazole Piperazine). As a reaction SMILES: [NH:1]1[CH2:6][CH2:5][NH:4][CH2:3][CH2:2]1.C(C1OC1)Cl>O>[NH:1]1[CH:2]=[CH:3][N:4]=[CH:6]1.[NH:1]1[CH2:6][CH2:5][NH:4][CH2:3][CH2:2]1 |f:3.4|. Reported procedure: 68.8 g (1.0 mole) of limidazole and 260.6 g (3.0 mole) of piperazine were solved in 700.2 g of water and at a temperature of 50-60° C. 370 g (4.0 mole) of epichlorhydrin were added dropwise. After the addition was complete, the reaction mixture was stirred for additional 5 hours at 80° C. To 237 g of this product (equivalent to 1,022 mole of oxidizable nitrogen atoms) 80.7 g (1.12 mole) of a 47.2% solution of H202 in water were added over a period of 5 hours at 40° C. After that the mixture was ... Procedure: A 10.0 g. portion of 1-amino-2-benzyl-3-ethylguanidine hydroiodide in a mixture of 100 ml. each of diethyl ether, n-hexane and methylene chloride is shaken with 10 ml. of 5N NaOH. A 5.46 g. portion of 2,6-dichlorobenzaldehyde is added and the mixture is shaken and then allowed to stand at room temperature overnight. The organic layer is washed with saturated aqueous sodium chloride, passed through hydrous sodium magnesium silicate and concentrated under reduced pressure. The residue is crystalli... Reactants: C(C)OCC (diethyl ether), I.NNC(=NCC1=CC=CC=C1)NCC (1-amino-2-benzyl-3-ethylguanidine hydroiodide), ClC1=C(C=O)C(=CC=C1)Cl (2,6-dichlorobenzaldehyde), [OH-].[Na+] (NaOH). Product: C(C1=CC=CC=C1)NC(=NCC)NN=CC1=C(C=CC=C1Cl)Cl (1-Benzyl-3-(2,6-dichlorobenzylideneamino)-2-ethylguanidine). As a reaction SMILES: I.[NH2:2][NH:3][C:4]([NH:13][CH2:14][CH3:15])=[N:5][CH2:6][C:7]1[CH:12]=[CH:11][CH:10]=[CH:9][CH:8]=1.C(OCC)C.[OH-].[Na+].[Cl:23][C:24]1[CH:31]=[CH:30][CH:29]=[C:28]([Cl:32])[C:25]=1[CH:26]=O>C(Cl)Cl.CCCCCC>[CH2:6]([NH:5][C:4]([NH:3][N:2]=[CH:26][C:25]1[C:24]([Cl:23])=[CH:31][CH:30]=[CH:29][C:28]=1[Cl:32])=[N:13][CH2:14][CH3:15])[C:7]1[CH:8]=[CH:9][CH:10]=[CH:11][CH:12]=1 |f:0.1,3.4|. Run in C(Cl)Cl (methylene chloride), CCCCCC (n-hexane). Run at time 8 hour. Starting materials: C(C)(=O)OCC (ethyl acetate), COC1=NC=C(C(=N1)OC)B(O)O (2,4-dimethoxy-pyrimidine-5-boronic acid), P(=O)([O-])([O-])[O-].[K+].[K+].[K+] (tripotassium phosphate), FC(C=1C=C(CN(C2=NC=C(C=N2)OCCS(=O)(=O)C)CC2=C(C=CC(=C2)C(F)(F)F)OS(=O)(=O)C(F)(F)F)C=C(C1)C(F)(F)F)(F)F (Trifluoromethanesulfonic acid 2-({(3,5-bis-trifluoromethyl-benzyl)-[5-(2-methanesulfonyl-ethoxy)-pyrimidin-2-yl]-amino}-methyl)-4-trifluoromethyl-phenyl ester). The reagents and catalysts are C(C)(=O)[O-].[Pd+2].C(C)(=O)[O-] (palladium acetate), C(C)(C)(C)P([C-]1C=CC=C1)C(C)(C)C.[C-]1(C=CC=C1)P(C(C)(C)C)C(C)(C)C.[Fe+2] (1,1′-bis(di-tert-butylphosphino)ferrocene). The solvent is O (water), O1CCOCC1 (1,4-dioxane). Run at temperature 80 celsius, time 4 hour. The product is FC(C=1C=C(CN(C2=NC=C(C=N2)OCCS(=O)(=O)C)CC2=C(C=CC(=C2)C(F)(F)F)C=2C(=NC(=NC2)OC)OC)C=C(C1)C(F)(F)F)(F)F ((3,5-bis-trifluoromethyl-benzyl)-[2-(2,4-dimethoxy-pyrimidin-5-yl)-5-trifluoromethyl-benzyl]-[5-(2-methanesulfonyl-ethoxy)-pyrimidin-2-yl]-amine). Yield: 31.3%. As a reaction SMILES: [F:1][C:2]([F:48])([F:47])[C:3]1[CH:4]=[C:5]([CH:40]=[C:41]([C:43]([F:46])([F:45])[F:44])[CH:42]=1)[CH2:6][N:7]([CH2:21][C:22]1[CH:27]=[C:26]([C:28]([F:31])([F:30])[F:29])[CH:25]=[CH:24][C:23]=1OS(C(F)(F)F)(=O)=O)[C:8]1[N:13]=[CH:12][C:11]([O:14][CH2:15][CH2:16][S:17]([CH3:20])(=[O:19])=[O:18])=[CH:10][N:9]=1.[CH3:49][O:50][C:51]1[N:56]=[C:55]([O:57][CH3:58])[C:54](B(O)O)=[CH:53][N:52]=1.P([O-])([O-])([O-])=O.[K+].[K+].[K+].C(OCC)(=O)C>O1CCOCC1.C([O-])(=O)C.[Pd+2].C([O-])(=O)C.C(P(C(C)(C)C)[C-]1C=CC=C1)(C)(C)C.[C-]1(P(C(C)(C)C)C(C)(C)C)C=CC=C1.[Fe+2].O>[F:46][C:43]([F:45])([F:44])[C:41]1[CH:40]=[C:5]([CH:4]=[C:3]([C:2]([F:48])([F:1])[F:47])[CH:42]=1)[CH2:6][N:7]([CH2:21][C:22]1[CH:27]=[C:26]([C:28]([F:30])([F:29])[F:31])[CH:25]=[CH:24][C:23]=1[C:54]1[C:55]([O:57][CH3:58])=[N:56][C:51]([O:50][CH3:49])=[N:52][CH:53]=1)[C:8]1[N:9]=[CH:10][C:11]([O:14][CH2:15][CH2:16][S:17]([CH3:20])(=[O:18])=[O:19])=[CH:12][N:13]=1 |f:2.3.4.5,8.9.10,11.12.13|. Reported procedure: Trifluoromethanesulfonic acid 2-({(3,5-bis-trifluoromethyl-benzyl)-[5-(2-methanesulfonyl-ethoxy)-pyrimidin-2-yl]-amino}-methyl)-4-trifluoromethyl-phenyl ester (110 mg) is dissolved in 1,4-dioxane (2 ml) and thereto are added 2,4-dimethoxy-pyrimidine-5-boronic acid (70 mg), palladium acetate (13.2 mg), 1,1′-bis(di-tert-butylphosphino)ferrocene (28 mg) and tripotassium phosphate (62 mg) and the mixture is stirred under nitrogen atmosphere at 80° C. for 4 hours. The reaction solution is cooled to r... The reactants are amide, NCCNCCN (diethylenetriamine), C(=O)C(C(=O)OC)C (methyl 2-formylpropionate), C(CCCCCCCCCCC)(=O)O (lauric acid). Product: C(CCCCCCCCCCC)(=O)NCCN1CCN=CC(C1=O)C (4-lauramidoethyl-6-methyl-3,6-dihydro-2H-1,4-diazepin-5-one). As a reaction SMILES: [NH2:1][CH2:2][CH2:3][NH:4][CH2:5][CH2:6][NH2:7].[CH:8]([CH:10]([CH3:15])[C:11]([O:13]C)=O)=O.[C:16](O)(=[O:28])[CH2:17][CH2:18][CH2:19][CH2:20][CH2:21][CH2:22][CH2:23][CH2:24][CH2:25][CH2:26][CH3:27]>>[C:16]([NH:1][CH2:2][CH2:3][N:4]1[C:11](=[O:13])[CH:10]([CH3:8])[CH:15]=[N:7][CH2:6][CH2:5]1)(=[O:28])[CH2:17][CH2:18][CH2:19][CH2:20][CH2:21][CH2:22][CH2:23][CH2:24][CH2:25][CH2:26][CH3:27]. Procedure details: Into an apparatus similar to that in Example 1, were charged 103.1 g (1 mole) of diethylenetriamine and 116.1 g (1 mole) of methyl 2-formylpropionate. At 130° to 135° C., 18 g of water and 32 g of methanol were distilled off. Then, after addition of 200.3 g (1 mole) of lauric acid, the amide formation was effected at 200° to 210° C. to distil off 18 g of water, leaving behind 4-lauramidoethyl-6-methyl-3,6-dihydro-2H-1,4-diazepin-5-one. Starting materials: CN(C=C(C(CC)=O)C1=CC=CC=C1)C (1-(dimethylamino)-2-phenylpent-1-en-3-one), O.NN (hydrazine hydrate). Solvent: CCO (EtOH). Run at temperature 80 celsius, time 3 hour. Product: C(C)C1=C(C=NN1)C1=CC=CC=C1 (5-Ethyl-4-phenyl-1H-pyrazole). Isolated yield 99.9%. As a reaction SMILES: C[N:2](C)[CH:3]=[C:4]([C:9]1[CH:14]=[CH:13][CH:12]=[CH:11][CH:10]=1)[C:5](=O)[CH2:6][CH3:7].O.[NH2:17]N>CCO>[CH2:6]([C:5]1[NH:17][N:2]=[CH:3][C:4]=1[C:9]1[CH:14]=[CH:13][CH:12]=[CH:11][CH:10]=1)[CH3:7] |f:1.2|. Procedure: To a mixture of 1-(dimethylamino)-2-phenylpent-1-en-3-one (3.32 g, 16.33 mmol) in EtOH (80.0 mL) was added hydrazine hydrate (1.58 mL, 32.66 mmol). The resulting mixture was stirred at 80° C. for 3 h. The reaction mixture was cooled to room temperature and concentrated to give a solid. The solid was re-crystallized, using 20% ethanol in water to give the title compound as a white solid (2.81 g). LCMS m/z=173 [M+H]+; 1H NMR (400 MHz, CDCl3) δ ppm 1.31 (t, J=7.58 Hz, 3H), 2.88 (q, J=7.58 Hz, 2H), ... Starting materials: OC=1C=C2C=CN(C2=CC1)CC1=CC=CC=C1 (5-hydroxy-1-(phenylmethyl)-1H-indole), [H-].[Na+] (NaH), BrCCCC(=O)OCC (ethyl 4-bromobutyrate). The solvent is CCOCC.CCCCCC (ether hexane), CN(C)C=O (DMF), C1CCOC1 (THF), O (water). Reaction conditions: time 0.17 hour. Yields the product C(C)OC(CCCOC=1C=C2C=CN(C2=CC1)CC1=CC=CC=C1)=O (4-[[1-(phenylmethyl)-1H-indol-5-yl]oxy]butanoic acid ethyl ester). Yield: 40.4%. Reaction SMILES: [OH:1][C:2]1[CH:3]=[C:4]2[C:8](=[CH:9][CH:10]=1)[N:7]([CH2:11][C:12]1[CH:17]=[CH:16][CH:15]=[CH:14][CH:13]=1)[CH:6]=[CH:5]2.[H-].[Na+].Br[CH2:21][CH2:22][CH2:23][C:24]([O:26][CH2:27][CH3:28])=[O:25]>CN(C=O)C.C1COCC1.O.CCOCC.CCCCCC>[CH2:27]([O:26][C:24](=[O:25])[CH2:23][CH2:22][CH2:21][O:1][C:2]1[CH:3]=[C:4]2[C:8](=[CH:9][CH:10]=1)[N:7]([CH2:11][C:12]1[CH:13]=[CH:14][CH:15]=[CH:16][CH:17]=1)[CH:6]=[CH:5]2)[CH3:28] |f:1.2,7.8|. Procedure details: A solution of 850 mg (4.0 mmol) of 5-hydroxy-1-(phenylmethyl)-1H-indole in 75 mL of DMF and 20 mL of THF was treated with 200 mg (5.0 mmol) of 60% NaH/mineral oil and after stirring for 0.17 hours, 0.7 mL (4.9 mmol) of ethyl 4-bromobutyrate was added. After 2.75 hours, the mixture was diluted with water and extracted with EtOAc. The EtOAc solution was washed with water, saturated NaCl solution, dried (Na2SO4) and concentrated at reduced pressure. The residue was chromatographed on silica gel and... The reactants are N1N=C(C2=C1C1=CC=CC=C1C2)C2=CC=C(C(=O)OC)C=C2 (methyl 4-(1,4-dihydroindeno[1,2-c]pyrazol-3-yl)benzoate), NCCN1CCOCC1 (N-(2-aminoethyl)morpholine). The solvent is ClCCl (dichloromethane). Reaction conditions: temperature 150 celsius. Product: O.O1CCN(CC1)CCNC(C1=CC=C(C=C1)C=1C2=C(NN1)C1=CC=CC=C1C2)=O (N-(2-morpholinoethyl)-4-(1,4-dihydroindeno[1,2-c]pyrazol-3-yl)benzamide monohydrate). RXN SMILES: [NH:1]1[C:5]2[C:6]3[C:11]([CH2:12][C:4]=2[C:3]([C:13]2[CH:22]=[CH:21][C:16]([C:17](OC)=[O:18])=[CH:15][CH:14]=2)=[N:2]1)=[CH:10][CH:9]=[CH:8][CH:7]=3.[NH2:23][CH2:24][CH2:25][N:26]1[CH2:31][CH2:30][O:29][CH2:28][CH2:27]1>ClCCl>[OH2:18].[O:29]1[CH2:30][CH2:31][N:26]([CH2:25][CH2:24][NH:23][C:17](=[O:18])[C:16]2[CH:15]=[CH:14][C:13]([C:3]3[C:4]4[CH2:12][C:11]5[C:6](=[CH:7][CH:8]=[CH:9][CH:10]=5)[C:5]=4[NH:1][N:2]=3)=[CH:22][CH:21]=2)[CH2:27][CH2:28]1 |f:3.4|. Procedure details: A mixture of methyl 4-(1,4-dihydroindeno[1,2-c]pyrazol-3-yl)benzoate (100 mg) and N-(2-aminoethyl)morpholine (0.5 ml) was stirred and heated at 150° C. for 5 hours. The mixture was cooled and washed with petroleum ether, b.p. 40-60° C. (20 ml). The mixture was dissolved in a mixture of dichloromethane/IMS/triethyl-amine (25:2:1) and purified by flash column chromatography on silica using the same solvent mixture as the mobile phase. Appropriate fractions were collected, combined and evaporated t...